From a dataset of the Open Reaction Database (ORD), a public repository of structured organic reaction records. describe an organic reaction: reactants, conditions, products, and yield Starting materials: CC(C)(C)O, C1CCCCC1, Cc1cc(CC(NC(=O)N2CCC(N3Cc4ccccc4NC3=O)CC2)C(=O)O)cc2cn[nH]c12, CN(C)C=O, C(=NC1CCCCC1)=NC1CCCCC1, [Li]C(C)CC, Oc1c(F)c(F)c(F)c(F)c1F, C1CCOC1. Yields the product Cc1cc(CC(NC(=O)N2CCC(N3Cc4ccccc4NC3=O)CC2)C(=O)OC(C)(C)C)cc2cn[nH]c12. Reaction SMILES: [C:63]([CH3:64])([CH3:65])([CH3:66])[OH:67].[CH2:73]1[CH2:74][CH2:75][CH2:76][CH2:77][CH2:78]1.[CH3:1][c:2]1[cH:3][c:4]([CH2:11][CH:12]([C:13](=[O:14])[OH:15])[NH:16][C:17](=[O:18])[N:19]2[CH2:20][CH2:21][CH:22]([N:25]3[C:26](=[O:35])[NH:27][c:28]4[cH:29][cH:30][cH:31][cH:32][c:33]4[CH2:34]3)[CH2:23][CH2:24]2)[cH:5][c:6]2[cH:7][n:8][nH:9][c:10]12.[CH3:79][N:80]([CH3:81])[CH:82]=[O:83].[CH:36]1([N:37]=[C:38]=[N:39][CH:40]2[CH2:41][CH2:42][CH2:43][CH2:44][CH2:45]2)[CH2:46][CH2:47][CH2:48][CH2:49][CH2:50]1.[CH:68]([Li:69])([CH2:70][CH3:71])[CH3:72].[F:51][c:52]1[c:53]([OH:54])[c:55]([F:56])[c:57]([F:58])[c:59]([F:60])[c:61]1[F:62].[O:84]1[CH2:85][CH2:86][CH2:87][CH2:88]1>>[CH3:1][c:2]1[cH:3][c:4]([CH2:11][CH:12]([C:13]([O:14][C:63]([CH3:64])([CH3:65])[CH3:66])=[O:15])[NH:16][C:17](=[O:18])[N:19]2[CH2:20][CH2:21][CH:22]([N:25]3[C:26](=[O:35])[NH:27][c:28]4[cH:29][cH:30][cH:31][cH:32][c:33]4[CH2:34]3)[CH2:23][CH2:24]2)[cH:5][c:6]2[cH:7][n:8][nH:9][c:10]12. Starting materials: C([O-])([O-])=O.[K+].[K+] (Potassium carbonate), N1CCC(CC1)N1C=CC2=CC=C(C=C12)CNC(C)=O (1-(piperidin-4-yl)-6-acetamidomethylindole), OC(C)C1=CC=C(CCBr)C=C1 (4-(1-hydroxyethyl)phenethyl bromide), resultant mixture, CN(C=O)C (N,N-dimethylformamide). The product is OC(C)C(CC1=CC=CC=C1)C1(CCNCC1)N1C=CC2=CC=C(C=C12)CNC(C)=O (1-{4-[(1-hydroxyethyl)phenethyl]-piperidin-4-yl}-6-acetamidomethylindole). Isolated yield 45.3%. As a reaction SMILES: [C:1](=[O:4])([O-])[O-].[K+].[K+].[NH:7]1[CH2:12][CH2:11][CH:10]([N:13]2[C:21]3[C:16](=[CH:17][CH:18]=[C:19]([CH2:22][NH:23][C:24](=[O:26])[CH3:25])[CH:20]=3)[CH:15]=[CH:14]2)[CH2:9][CH2:8]1.O[CH:28]([C:30]1[CH:38]=[CH:37][C:33](CCBr)=[CH:32][CH:31]=1)[CH3:29].[CH3:39]N(C)C=O>>[OH:4][CH:1]([CH:29]([C:10]1([N:13]2[C:21]3[C:16](=[CH:17][CH:18]=[C:19]([CH2:22][NH:23][C:24](=[O:26])[CH3:25])[CH:20]=3)[CH:15]=[CH:14]2)[CH2:9][CH2:8][NH:7][CH2:12][CH2:11]1)[CH2:28][C:30]1[CH:38]=[CH:37][CH:33]=[CH:32][CH:31]=1)[CH3:39] |f:0.1.2|. Reported procedure: Potassium carbonate (0.5 g) was added to a solution of 1-(piperidin-4-yl)-6-acetamidomethylindole (0.10 g) obtained in Example 386-1) and 4-(1-hydroxyethyl)phenethyl bromide (0.07 g) obtained in Production Example 19 in N,N-dimethylformamide (5 ml) and the resultant mixture was stirred at 70° C. for 6 hr. Then the reaction mixtures were concentrated under reduced pressure and the residue was partitioned between chloroform (40 ml) and water (15 ml). The chloroform layer was washed with brine, dri... Starting materials: BrC1=CC=CC=2CN(CCOC21)C(=O)OC(C)(C)C (tert-butyl 9-bromo-2,3-dihydro-1,4-benzoxazepine-4(5H)-carboxylate), N1CCCC1 (pyrrolidine), CC(C)C1=CC(=C(C(=C1)C(C)C)C2=C(C=CC=C2)P(C3CCCCC3)C4CCCCC4)C(C)C (X-phos), CC(C)([O-])C.[Na+] (sodium tert-butoxide). Reagents/catalysts: C=1C=CC(=CC1)/C=C/C(=O)/C=C/C2=CC=CC=C2.C=1C=CC(=CC1)/C=C/C(=O)/C=C/C2=CC=CC=C2.C=1C=CC(=CC1)/C=C/C(=O)/C=C/C2=CC=CC=C2.[Pd].[Pd] (tris(dibenzylideneacetone)dipalladium(0)). The solvent is O (water), O1CCOCC1 (dioxane). Yields the product N1(CCCC1)C1=CC=CC=2CN(CCOC21)C(=O)OC(C)(C)C (tert-butyl 9-(pyrrolidin-1-yl)-2,3-dihydro-1,4-benzoxazepine-4(5H)-carboxylate). The yield is 26.4%. RXN SMILES: Br[C:2]1[C:12]2[O:11][CH2:10][CH2:9][N:8]([C:13]([O:15][C:16]([CH3:19])([CH3:18])[CH3:17])=[O:14])[CH2:7][C:6]=2[CH:5]=[CH:4][CH:3]=1.[NH:20]1[CH2:24][CH2:23][CH2:22][CH2:21]1.CC(C1C=C(C(C)C)C(C2C=CC=CC=2P(C2CCCCC2)C2CCCCC2)=C(C(C)C)C=1)C.CC(C)([O-])C.[Na+]>O1CCOCC1.C1C=CC(/C=C/C(/C=C/C2C=CC=CC=2)=O)=CC=1.C1C=CC(/C=C/C(/C=C/C2C=CC=CC=2)=O)=CC=1.C1C=CC(/C=C/C(/C=C/C2C=CC=CC=2)=O)=CC=1.[Pd].[Pd].O>[N:20]1([C:2]2[C:12]3[O:11][CH2:10][CH2:9][N:8]([C:13]([O:15][C:16]([CH3:19])([CH3:18])[CH3:17])=[O:14])[CH2:7][C:6]=3[CH:5]=[CH:4][CH:3]=2)[CH2:24][CH2:23][CH2:22][CH2:21]1 |f:3.4,6.7.8.9.10|. Procedure: A solution of tert-butyl 9-bromo-2,3-dihydro-1,4-benzoxazepine-4(5H)-carboxylate (350 mg, 1.07 mmol), pyrrolidine (0.274 ml, 3.27 mmol), X-phos (30.5 mg, 0.064 mmol), tris(dibenzylideneacetone)dipalladium(0) (19.3 mg, 0.0212 mmol) and sodium tert-butoxide (154 mg, 1.60 mmol) in dioxane (7 ml) was stirred under an argon atmosphere for 2 hr at 80° C. The reaction mixture was poured into water, and the mixture was extracted with ethyl acetate. The extract was washed with water and dried over anhydr... Reactants: CC(C)(C)c1cc(C(=O)NN(C(=O)O)C(C)(C)C)cc(C(C)(C)C)c1O, Cl, [Na+], C1CCOC1, [OH-], O. Product: CC(C)(C)c1cc(C(=O)O)cc(C(C)(C)C)c1O. Reaction SMILES: [CH3:1][C:2]([N:3]([C:4]([OH:5])=[O:6])[NH:24][C:7]([c:8]1[cH:9][c:10]([C:19]([CH3:20])([CH3:21])[CH3:22])[c:11]([OH:18])[c:12]([C:14]([CH3:15])([CH3:16])[CH3:17])[cH:13]1)=[O:23])([CH3:25])[CH3:26].[ClH:27].[Na+:29].[O:30]1[CH2:31][CH2:32][CH2:33][CH2:34]1.[OH-:28].[OH2:35]>>[C:7]([c:8]1[cH:9][c:10]([C:19]([CH3:20])([CH3:21])[CH3:22])[c:11]([OH:18])[c:12]([C:14]([CH3:15])([CH3:16])[CH3:17])[cH:13]1)(=[O:23])[OH:28]. Starting materials: ClCCl, O=C(O)c1cccc(Cl)n1, CN(c1ccccc1)c1ccc(NN)nn1. Yields the product CN(c1ccccc1)c1ccc(NNC(=O)c2cccc(Cl)n2)nn1. RXN SMILES: [CH2:27]([Cl:28])[Cl:29].[Cl:17][c:18]1[cH:19][cH:20][cH:21][c:22]([C:24](=[O:25])[OH:26])[n:23]1.[NH:1]([NH2:2])[c:3]1[cH:4][cH:5][c:6]([N:9]([c:10]2[cH:11][cH:12][cH:13][cH:14][cH:15]2)[CH3:16])[n:7][n:8]1>>[NH:1]([NH:2][C:24]([c:22]1[cH:21][cH:20][cH:19][c:18]([Cl:17])[n:23]1)=[O:25])[c:3]1[cH:4][cH:5][c:6]([N:9]([c:10]2[cH:11][cH:12][cH:13][cH:14][cH:15]2)[CH3:16])[n:7][n:8]1. Reactants: C(C)OC(CC=1N=C(SC1C)C=1C=NC(=CC1)C1=C(C=CC=C1)F)=O ({2-[6-(2-Fluoro-phenyl)-pyridin-3-yl]-5-methyl-thiazol-4-yl}-acetic acid ethyl ester), [H-].[H-].[H-].[H-].[Li+].[Al+3] (LiAlH4). Run in C1CCOC1 (THF). Run at time 2 hour. Yields the product FC1=C(C=CC=C1)C1=CC=C(C=N1)C=1SC(=C(N1)CCO)C (2-{2-[6-(2-Fluoro-phenyl)-pyridin-3-yl]-5-methyl-thiazol-4-yl}-ethanol). Isolated yield 93.4%. RXN SMILES: C([O:3][C:4](=O)[CH2:5][C:6]1[N:7]=[C:8]([C:12]2[CH:13]=[N:14][C:15]([C:18]3[CH:23]=[CH:22][CH:21]=[CH:20][C:19]=3[F:24])=[CH:16][CH:17]=2)[S:9][C:10]=1[CH3:11])C.[H-].[H-].[H-].[H-].[Li+].[Al+3]>C1COCC1>[F:24][C:19]1[CH:20]=[CH:21][CH:22]=[CH:23][C:18]=1[C:15]1[N:14]=[CH:13][C:12]([C:8]2[S:9][C:10]([CH3:11])=[C:6]([CH2:5][CH2:4][OH:3])[N:7]=2)=[CH:17][CH:16]=1 |f:1.2.3.4.5.6|. Procedure details: To a solution of {2-[6-(2-Fluoro-phenyl)-pyridin-3-yl]-5-methyl-thiazol-4-yl}-acetic acid ethyl ester (1.7 g, 4.77 mmol) in THF (10 mL) is added LiAlH4 (1.0 M in THF, 4.8 mL, 4.8 mmol) at 0-5° C., and then stirred for 2 h. The reaction is then quenched by water and 5 N NaOH, diluted with THF and filtered through a pad of celite. The filtrate is concentrated and purified by column yielding 1.4 g of the product. The reactants are COC(=O)C1=CC2=C(SC(=C2)C(=O)O)C=C1 (benzo[b]thiophene-2,5-dicarboxylic acid 5-methyl ester), C=1C=CC2=C(C1)N=NN2O (HOBt), CCN(C(C)C)C(C)C (DIEA), O1C(CCCC1)NO ((Tetrahydro-pyran-2-yl)-hydroxylamine), C(CCl)Cl (EDC). The solvent is C1CCOC1 (THF). Reaction conditions: time 3 day. Product: COC(=O)C1=CC2=C(SC(=C2)C(NOC2OCCCC2)=O)C=C1 (2-(tetrahydro-pyran-2-yloxycarbamoyl)-benzo[b]thiophene-5-carboxylic acid methyl ester). As a reaction SMILES: [CH3:1][O:2][C:3]([C:5]1[CH:16]=[CH:15][C:8]2[S:9][C:10]([C:12]([OH:14])=O)=[CH:11][C:7]=2[CH:6]=1)=[O:4].[O:17]1[CH2:22][CH2:21][CH2:20][CH2:19][CH:18]1NO.C(Cl)CCl.C1C=CC2[N:37]([OH:38])N=NC=2C=1.CCN(C(C)C)C(C)C>C1COCC1>[CH3:1][O:2][C:3]([C:5]1[CH:16]=[CH:15][C:8]2[S:9][C:10]([C:12](=[O:14])[NH:37][O:38][CH:18]3[CH2:19][CH2:20][CH2:21][CH2:22][O:17]3)=[CH:11][C:7]=2[CH:6]=1)=[O:4]. Reported procedure: A solution of benzo[b]thiophene-2,5-dicarboxylic acid 5-methyl ester (191.3 mg, 0.81 mmol), O -(Tetrahydro-pyran-2-yl)-hydroxylamine (93 mg, 0.79 mmol), EDC (231 mg, 1.20 mmol), HOBt (107 mg, 0.79 mmol) and DIEA (0.30 mL, 2.2 mmol) in anhydrous THF (8 mL) was allowed to stir at rt for three days and then concentrated. To the residue was added MeOH (1 mL) and water (10 mL) and Et2O (5 mL). After stirring for 2 h, the solid formed was washed with water (2×3 mL) and Et2O (5 mL), and dried to give 2...